Dataset: the Open Reaction Database (ORD), a public repository of structured organic reaction records. Task: describe an organic reaction: reactants, conditions, products, and yield Reactants: [Cl-].[NH4+] (ammonium chloride), C#C (Acetylene), CC(C)(C)[O-].[K+] (potassium tert-butylate), FC1=CC=C(OC(C(C(C)(C)C)=O)N2N=CN=C2)C=C1 (1-(4-fluorophenoxy)-3,3-dimethyl-1-(1H-1,2,4-triazol-1-yl)-butan-2-one), C#C (acetylene). The solvent is O1CCCC1 (tetrahydrofuran), O1CCCC1 (tetrahydrofuran). Run at time 2 hour. Yields the product FC1=CC=C(OC(C(C#C)(C(C)(C)C)O)N2N=CN=C2)C=C1 (3-((4-fluorophenoxy)-(1H-1,2,4-triazol-1-yl)-methyl)-4,4-dimethyl-pent-1-yn-3-ol). Isolated yield 44.8%. RXN SMILES: C#C.[CH3:3][C:4]([O-])(C)C.[K+].[F:9][C:10]1[CH:28]=[CH:27][C:13]([O:14][CH:15]([N:22]2[CH:26]=[N:25][CH:24]=[N:23]2)[C:16](=[O:21])[C:17]([CH3:20])([CH3:19])[CH3:18])=[CH:12][CH:11]=1.[Cl-].[NH4+]>O1CCCC1>[F:9][C:10]1[CH:11]=[CH:12][C:13]([O:14][CH:15]([N:22]2[CH:26]=[N:25][CH:24]=[N:23]2)[C:16]([OH:21])([C:17]([CH3:19])([CH3:20])[CH3:18])[C:3]#[CH:4])=[CH:27][CH:28]=1 |f:1.2,4.5|. Procedure details: Acetylene was passed into a suspension of 31.4 g (0.28 mol) of potassium tert-butylate in 300 ml of tetrahydrofuran for 30 minutes at 15° C., while stirring. A solution of 55.5 g (0.2 mol) of 1-(4-fluorophenoxy)-3,3-dimethyl-1-(1H-1,2,4-triazol-1-yl)-butan-2-one in 150 ml of tetrahydrofuran was then added dropwise in the course of one hour, while acetylene was further passed through the mixture. After a further two hours, the solution was adjusted to a pH value of 8 by the addition of 175 ml of ...